Dataset: the Open Reaction Database (ORD), a public repository of structured organic reaction records. Task: describe an organic reaction: reactants, conditions, products, and yield The reactants are ClC1=NN2C(C3=CC=CC=C13)=NN=C2C2=NOC=C2 (6-chloro-3-(isoxazol-3-yl)-1,2,4-triazolo[3,4-a]phthalazine), C(CC)N1N=C(N=C1)CO (1-propyl-3-hydroxymethyl-1,2,4-triazole), A-9804559. The product is O1N=C(C=C1)C1=NN=C2N1N=C(C1=CC=CC=C21)OCC2=NN(C=N2)CCC (3-(3-Isoxazolyl)-6-(1-propyl-1,2,4-triazol-3-yl)methyloxy-1,2,4-triazolo[3,4-a]phthalazine). As a reaction SMILES: Cl[C:2]1[C:11]2[C:6](=[CH:7][CH:8]=[CH:9][CH:10]=2)[C:5]2=[N:12][N:13]=[C:14]([C:15]3[CH:19]=[CH:18][O:17][N:16]=3)[N:4]2[N:3]=1.[CH2:20]([N:23]1[CH:27]=[N:26][C:25]([CH2:28][OH:29])=[N:24]1)[CH2:21][CH3:22]>>[O:17]1[CH:18]=[CH:19][C:15]([C:14]2[N:4]3[N:3]=[C:2]([O:29][CH2:28][C:25]4[N:26]=[CH:27][N:23]([CH2:20][CH2:21][CH3:22])[N:24]=4)[C:11]4[C:6]([C:5]3=[N:12][N:13]=2)=[CH:7][CH:8]=[CH:9][CH:10]=4)=[N:16]1. Procedure details: The title-compound was prepared from 6-chloro-3-(isoxazol-3-yl)-1,2,4-triazolo[3,4-a]phthalazine (described in Example 34 part b) and 1-propyl-3-hydroxymethyl-1,2,4-triazole prepared as described in WO-A-9804559 using the procedure given for Example 71, 1H NMR (360 MHz, CDCl3) δ 0.95 (3H, t, J=7.4 Hz, CH3), 1.89-1.99 (2H, m, CH2), 4.15 (2H, t J=7.0 Hz, CH2), 5.73 (2H, s, CH2), 7.40 (1H, d, J=1.7 Hz, Ar—H), 7.80 (1H, t, J=7.2 Hz, Ar—H), 7.96 (1H, t, J=6.9 Hz, Ar—H), 8.09 (1H, s, Ar—H), 8.28 (1H, ...